From a dataset of the Open Reaction Database (ORD), a public repository of structured organic reaction records. describe an organic reaction: reactants, conditions, products, and yield The reactants are CC(C)(C)OC(=O)N1CC=C(c2cccc(C#N)c2)CC1, CO, [H][H]. Product: CC(C)(C)OC(=O)N1CCC(c2cccc(C#N)c2)CC1. As a reaction SMILES: [C:1](#[N:2])[c:3]1[cH:4][c:5]([C:9]2=[CH:14][CH2:13][N:12]([C:15](=[O:16])[O:17][C:18]([CH3:19])([CH3:20])[CH3:21])[CH2:11][CH2:10]2)[cH:6][cH:7][cH:8]1.[CH3:24][OH:25].[H:22][H:23]>>[C:1](#[N:2])[c:3]1[cH:4][c:5]([CH:9]2[CH2:10][CH2:11][N:12]([C:15](=[O:16])[O:17][C:18]([CH3:19])([CH3:20])[CH3:21])[CH2:13][CH2:14]2)[cH:6][cH:7][cH:8]1.